From a dataset of the Open Reaction Database (ORD), a public repository of structured organic reaction records. describe an organic reaction: reactants, conditions, products, and yield The reactants are N#Cc1ccccc1O, O=C([O-])[O-], C1CN2CCN1CC2, CC(=O)CC(C)C, COC=C(C(=O)OC)c1ccccc1Oc1cc(Cl)ncn1, [K+], [K+], O. The product is COC=C(C(=O)OC)c1ccccc1Oc1cc(Oc2ccccc2C#N)ncn1. RXN SMILES: [C:23](#[N:24])[c:25]1[c:26]([OH:31])[cH:27][cH:28][cH:29][cH:30]1.[C:32](=[O:33])([O-:34])[O-:35].[CH2:38]1[N:39]2[CH2:40][CH2:41][N:42]([CH2:43][CH2:44]2)[CH2:45]1.[CH2:47]([C:48]([CH3:49])=[O:50])[CH:51]([CH3:52])[CH3:53].[Cl:1][c:2]1[cH:3][c:4]([O:8][c:9]2[c:10]([C:15]([C:16](=[O:17])[O:18][CH3:19])=[CH:20][O:21][CH3:22])[cH:11][cH:12][cH:13][cH:14]2)[n:5][cH:6][n:7]1.[K+:36].[K+:37].[OH2:46]>>[c:2]1([O:31][c:26]2[c:25]([C:23]#[N:24])[cH:30][cH:29][cH:28][cH:27]2)[cH:3][c:4]([O:8][c:9]2[c:10]([C:15]([C:16](=[O:17])[O:18][CH3:19])=[CH:20][O:21][CH3:22])[cH:11][cH:12][cH:13][cH:14]2)[n:5][cH:6][n:7]1. Reactants: CC(C)(C)OC(=O)N1C(C=CC=O)C(c2ccccc2)OC1(C)C, CC(C)=O. Yields the product CC(C)(C)OC(=O)N1C(CCC=O)C(c2ccccc2)OC1(C)C. As a reaction SMILES: [CH3:1][C:2]1([CH3:24])[O:3][CH:4]([c:18]2[cH:19][cH:20][cH:21][cH:22][cH:23]2)[CH:5]([CH:14]=[CH:15][CH:16]=[O:17])[N:6]1[C:7](=[O:8])[O:9][C:10]([CH3:11])([CH3:12])[CH3:13].[CH3:25][C:26](=[O:27])[CH3:28]>>[CH3:1][C:2]1([CH3:24])[O:3][CH:4]([c:18]2[cH:19][cH:20][cH:21][cH:22][cH:23]2)[CH:5]([CH2:14][CH2:15][CH:16]=[O:17])[N:6]1[C:7](=[O:8])[O:9][C:10]([CH3:11])([CH3:12])[CH3:13]. Procedure: 2,2,6,6-Tetramethylpiperidine (3.0 g) was added dropwise to a stirred solution of n-butyllithium (1.6M in hexanes, 13 mL) in dry tetrahydrofuran (12 mL) at −78° C. After 10 min, 2-(4-fluorophenyl)ethanol (1.00 g) was added dropwise. The reaction mixture was stirred at −78° C. for 5 h and then dry DMF (3.18 mL) was added dropwise over 5 min. The cooling bath was removed and the reaction mixture allowed to warm to room temperature overnight. Ethyl acetate and aqueous HCl (2M) were added and the so... Run in O1CCCC1 (tetrahydrofuran). Starting materials: FC1=CC=C(C=C1)CCO (2-(4-fluorophenyl)ethanol), CN(C)C=O (DMF), CC1(NC(CCC1)(C)C)C (2,2,6,6-Tetramethylpiperidine), C(CCC)[Li] (n-butyllithium). Yields the product CCCC(C)C (isohexane), FC1=C(C=O)C=C(C=C1)CCO (2-Fluoro-5-(2-hydroxyethyl)benzaldehyde). RXN SMILES: CC1(C)[CH2:7][CH2:6][CH2:5][C:4]([CH3:9])([CH3:8])N1.C([Li])CCC.[F:16][C:17]1[CH:22]=[CH:21][C:20]([CH2:23][CH2:24][OH:25])=[CH:19][CH:18]=1.CN([CH:29]=[O:30])C>O1CCCC1>[CH3:7][CH2:6][CH2:5][CH:4]([CH3:9])[CH3:8].[F:16][C:17]1[CH:22]=[CH:21][C:20]([CH2:23][CH2:24][OH:25])=[CH:19][C:18]=1[CH:29]=[O:30]. Conditions: temperature -78 celsius, time 10 minute. Reactants: C(CC(O)(C(=O)O)CC(=O)O)(=O)O (citric acid), CN(C(=O)C1CCN(CC1)C(=O)OCC1=CC=CC=C1)OC (N-Methyl-N-methoxy 1-benzyloxycarbonylpiperidin-4-carboxamide), C1(=CC=CC=C1)C (toluene), [H-].[Al+3].[Li+].[H-].[H-].[H-] (lithium aluminum hydride), TBF. Solvent: C(C)(=O)OCC (ethyl acetate), CCOCC (ether). Run at temperature 0 celsius, time 1 hour. The product is C(C1=CC=CC=C1)OC(=O)N1CCC(CC1)C=O (N-benzyloxycarbonyl piperidin-4-carboxaldehyde). Reaction SMILES: CN(OC)[C:3]([CH:5]1[CH2:10][CH2:9][N:8]([C:11]([O:13][CH2:14][C:15]2[CH:20]=[CH:19][CH:18]=[CH:17][CH:16]=2)=[O:12])[CH2:7][CH2:6]1)=[O:4].C1(C)C=CC=CC=1.[H-].[Al+3].[Li+].[H-].[H-].[H-].C(O)(=O)CC(CC(O)=O)(C(O)=O)O>CCOCC.C(OCC)(=O)C>[CH2:14]([O:13][C:11]([N:8]1[CH2:9][CH2:10][CH:5]([CH:3]=[O:4])[CH2:6][CH2:7]1)=[O:12])[C:15]1[CH:20]=[CH:19][CH:18]=[CH:17][CH:16]=1 |f:2.3.4.5.6.7|. Reported procedure: N-Methyl-N-methoxy 1-benzyloxycarbonylpiperidin-4-carboxamide (79.9 g, 261 mmol) was azeotroped with toluene (2×200 mL) to remove any water and dissolved in THF (700 mL). The solution was cooled to −60° C., before dropwise addition of a solution of lithium aluminum hydride in TBF (1 M, 100 mL, 100 mmol). The temperature of the reaction mixture was allowed to rise slowly to −30° C. over approx. 1 h. The mixture was transferred by cannula into a rapidly stirred mixture of ethyl acetate (200 mL) an... Starting materials: C(C1=CC=CC=C1)N1C2CN(CC1CC2)C (8-benzyl-3-methyl-3,8-diazabicyclo [3.2.1]octane), hydrochloride salt, C(C)O (ethanol). Product: CN1CC2CCC(C1)N2 (3-Methyl-3,8-diazabicyclo[3.2.1]octane). As a reaction SMILES: C([N:8]1[CH:13]2[CH2:14][CH2:15][CH:9]1[CH2:10][N:11]([CH3:16])[CH2:12]2)C1C=CC=CC=1.C(O)C>[Pd].O>[CH3:16][N:11]1[CH2:12][CH:13]2[NH:8][CH:9]([CH2:15][CH2:14]2)[CH2:10]1. Run at time 20 hour. Reported procedure: A solution of 8.2 g (0.038 mole) 8-benzyl-3-methyl-3,8-diazabicyclo [3.2.1]octane in 80 ml absolute ethanol containing 0.11 mole dry hydrogen chloride was hydrogenated in the presence of 1.5 g 10% palladium on charcoal at ambient temperature and pressure for 20 hours. The precipitated hydrochloride salt of the desired product was dissolved by addition of a little water, and, after filtration, the solvent was removed carefully in vacuo. The crystalline residue (6.9 g) was triturated with ethanol-... The reagents and catalysts are [Pd] (palladium on charcoal). Run in O (water). Starting materials: ClC=1N=CC2=C(N(CC(C(N2C)=O)(F)F)CCCC2=CC=CC=C2)N1 (2-chloro-7,7-difluoro-5-methyl-9-(3-phenyl-propyl)-5,7,8,9-tetrahydro-pyrimido[4,5-b][1,4]diazepin-6-one), NC1=C(C=C(C(=O)O)C=C1)OC (4-amino-3-methoxy-benzoic acid). Run in C(C)O.O.Cl (ethanol water hydrochloric acid). The product is FC1(C(N(C2=C(N(C1)CCCC1=CC=CC=C1)N=C(N=C2)NC2=C(C=C(C(=O)O)C=C2)OC)C)=O)F (4-[7,7-difluoro-5-methyl-6-oxo-9-(3-phenyl-propyl)-6,7,8,9-tetrahydro-5H-pyrimido[4,5-b][1,4]diazepin-2-ylamino]-3-methoxy-benzoic acid). Isolated yield 76.1%. As a reaction SMILES: Cl[C:2]1[N:3]=[CH:4][C:5]2[N:11]([CH3:12])[C:10](=[O:13])[C:9]([F:15])([F:14])[CH2:8][N:7]([CH2:16][CH2:17][CH2:18][C:19]3[CH:24]=[CH:23][CH:22]=[CH:21][CH:20]=3)[C:6]=2[N:25]=1.[NH2:26][C:27]1[CH:35]=[CH:34][C:30]([C:31]([OH:33])=[O:32])=[CH:29][C:28]=1[O:36][CH3:37]>C(O)C.O.Cl>[F:14][C:9]1([F:15])[CH2:8][N:7]([CH2:16][CH2:17][CH2:18][C:19]2[CH:24]=[CH:23][CH:22]=[CH:21][CH:20]=2)[C:6]2[N:25]=[C:2]([NH:26][C:27]3[CH:35]=[CH:34][C:30]([C:31]([OH:33])=[O:32])=[CH:29][C:28]=3[O:36][CH3:37])[N:3]=[CH:4][C:5]=2[N:11]([CH3:12])[C:10]1=[O:13] |f:2.3.4|. Reported procedure: A mixture of 0.50 g (0.0014 mole) of 2-chloro-7,7-difluoro-5-methyl-9-(3-phenyl-propyl)-5,7,8,9-tetrahydro-pyrimido[4,5-b][1,4]diazepin-6-one (VII-281) and 0.27 g (0.0017 mole) of 4-amino-3-methoxy-benzoic acid in 3.2 mL of ethanol-water-hydrochloric acid (20:80:1) was refluxed for 18 hours, then cooled and partially concentrated under reduced pressure. The resulting solid was collected by filtration, washed with water and dried to give 0.53 g of 4-[7,7-difluoro-5-methyl-6-oxo-9-(3-phenyl-propyl... The reagents and catalysts are [Cl-].[Zn+2].[Cl-] (zinc chloride). The solvent is CO (MeOH). Conditions: temperature 50 celsius, time 8 hour. The product is C(#N)C1CCN(CC1)C1CCN(CCC1)C(=O)OCC (ethyl 4-(4-cyanopiperidin-1-yl)azepane-1-carboxylate). RXN SMILES: [C:1]([CH:3]1[CH2:8][CH2:7][NH:6][CH2:5][CH2:4]1)#[N:2].[CH2:9]([O:11][C:12]([N:14]1[CH2:20][CH2:19][CH2:18][C:17](=O)[CH2:16][CH2:15]1)=[O:13])[CH3:10].C([BH3-])#N.[Na+]>CO.[Cl-].[Zn+2].[Cl-]>[C:1]([CH:3]1[CH2:8][CH2:7][N:6]([CH:17]2[CH2:18][CH2:19][CH2:20][N:14]([C:12]([O:11][CH2:9][CH3:10])=[O:13])[CH2:15][CH2:16]2)[CH2:5][CH2:4]1)#[N:2] |f:2.3,5.6.7|. Reactants: C(C)OC(=O)N1CCC(CCC1)=O (4-oxoazepane-1-carboxylic acid ethyl ester), C(#N)C1CCNCC1 (4-cyanopiperidine), C(#N)[BH3-].[Na+] (sodium cyanoborohydride). Isolated yield 8.9%. Procedure: 4-cyanopiperidine (0.40 g, 3.62 mmol) was dissolved in MeOH (15 mL), 4-oxoazepane-1-carboxylic acid ethyl ester (0.672 g, 3.62 mmol) and zinc chloride (1.98 g, 14.48 mmol) were added. The reaction mixture was heated for 2 h at 50° C. The solution was then cooled on ice and treated portionwise with sodium cyanoborohydride (0.456 g, 7.24 mmol) and reheated to 50° C. overnight. The reaction mixture was concentrated in vacuo to a white solid. This was dissolved in sat. NH4Cl sol. and extracted with ... Reactants: NC1CCCCC1, O=C(O)c1cccc(-c2nc(N3CCOCC3)nc3c2CCN3c2cccnc2)c1. Yields the product O=C(NC1CCCCC1)c1cccc(-c2nc(N3CCOCC3)nc3c2CCN3c2cccnc2)c1. Reaction SMILES: [NH2:31][CH:32]1[CH2:33][CH2:34][CH2:35][CH2:36][CH2:37]1.[O:1]1[CH2:2][CH2:3][N:4]([c:7]2[n:8][c:9](-[c:22]3[cH:23][c:24]([C:25](=[O:26])[OH:27])[cH:28][cH:29][cH:30]3)[c:10]3[c:11]([n:12]2)[N:13]([c:16]2[cH:17][n:18][cH:19][cH:20][cH:21]2)[CH2:14][CH2:15]3)[CH2:5][CH2:6]1>>[O:1]1[CH2:2][CH2:3][N:4]([c:7]2[n:8][c:9](-[c:22]3[cH:23][c:24]([C:25](=[O:27])[NH:31][CH:32]4[CH2:33][CH2:34][CH2:35][CH2:36][CH2:37]4)[cH:28][cH:29][cH:30]3)[c:10]3[c:11]([n:12]2)[N:13]([c:16]2[cH:17][n:18][cH:19][cH:20][cH:21]2)[CH2:14][CH2:15]3)[CH2:5][CH2:6]1.